From a dataset of the Open Reaction Database (ORD), a public repository of structured organic reaction records. describe an organic reaction: reactants, conditions, products, and yield Reactants: O[C@@H]1C[C@H](N(C1)C(CC(C1=CC=CC=C1)(C1=CC=CC=C1)C1=CC=CC=C1)=O)C(=O)N1[C@H](CCC1)C(=O)NC[C@H]1CN(CCC1)CCC ((2R)-1-{(2S,4R)-4-hydroxy-1-(3,3,3-triphenylpropanoyl)pyrrolidin-2-yl}carbonyl-N-{((3S)-1-propyl-3-piperidyl)methyl}pyrrolidine-2-carboxamide), C(CC)I (propyl iodide). Run in C(Cl)(Cl)Cl (chloroform). Reaction conditions: temperature 100 celsius, time 15 hour. Yields the product [I-].O[C@@H]1C[C@H](N(C1)C(CC(C1=CC=CC=C1)(C1=CC=CC=C1)C1=CC=CC=C1)=O)C(=O)N1[C@H](CCC1)C(=O)NC[C@H]1C[N+](CCC1)(CCC)CCC ((3S)-3-({({(2R)-1-({(2S,4R)-4-hydroxy-1-(3,3,3-triphenylpropanoyl)-2-pyrrolidinyl}carbonyl)-2-pyrrolidinyl}carbonyl)amino}methyl)-1,1-dipropylpiperidinium iodide). As a reaction SMILES: [OH:1][C@H:2]1[CH2:6][N:5]([C:7](=[O:28])[CH2:8][C:9]([C:22]2[CH:27]=[CH:26][CH:25]=[CH:24][CH:23]=2)([C:16]2[CH:21]=[CH:20][CH:19]=[CH:18][CH:17]=2)[C:10]2[CH:15]=[CH:14][CH:13]=[CH:12][CH:11]=2)[C@H:4]([C:29]([N:31]2[CH2:35][CH2:34][CH2:33][C@@H:32]2[C:36]([NH:38][CH2:39][C@@H:40]2[CH2:45][CH2:44][CH2:43][N:42]([CH2:46][CH2:47][CH3:48])[CH2:41]2)=[O:37])=[O:30])[CH2:3]1.[CH2:49]([I:52])[CH2:50][CH3:51]>C(Cl)(Cl)Cl>[I-:52].[OH:1][C@H:2]1[CH2:6][N:5]([C:7](=[O:28])[CH2:8][C:9]([C:22]2[CH:27]=[CH:26][CH:25]=[CH:24][CH:23]=2)([C:10]2[CH:15]=[CH:14][CH:13]=[CH:12][CH:11]=2)[C:16]2[CH:17]=[CH:18][CH:19]=[CH:20][CH:21]=2)[C@H:4]([C:29]([N:31]2[CH2:35][CH2:34][CH2:33][C@@H:32]2[C:36]([NH:38][CH2:39][C@@H:40]2[CH2:45][CH2:44][CH2:43][N+:42]([CH2:49][CH2:50][CH3:51])([CH2:46][CH2:47][CH3:48])[CH2:41]2)=[O:37])=[O:30])[CH2:3]1 |f:3.4|. Procedure: To 4.9 mg of (2R)-1-{(2S,4R)-4-hydroxy-1-(3,3,3-triphenylpropanoyl)pyrrolidin-2-yl}carbonyl-N-{((3S)-1-propyl-3-piperidyl)methyl}pyrrolidine-2-carboxamide, 1 ml of propyl iodide was added at room temperature, followed by 15 hours' stirring at 100° C. under heating. The reaction liquid was diluted with chloroform, the solvent was distilled off under reduced pressure, and the resulting residue was purified with preparative thin-layer chromatography (aluminium oxide 60F254, Art 5713 (Merck), chloro... Reactants: Cc1nc(-c2ccc(-n3cn[nH]c3=O)cc2)cs1, CC1OC1(Cn1cncn1)c1ccc(F)cc1F. The product is Cc1nc(-c2ccc(-n3cnn(C(C)C(O)(Cn4cncn4)c4ccc(F)cc4F)c3=O)cc2)cs1. Reaction SMILES: [CH3:19][c:20]1[s:21][cH:22][c:23](-[c:25]2[cH:26][cH:27][c:28](-[n:31]3[c:32](=[O:36])[nH:33][n:34][cH:35]3)[cH:29][cH:30]2)[n:24]1.[F:1][c:2]1[c:3]([C:9]2([CH2:13][n:14]3[n:15][cH:16][n:17][cH:18]3)[O:10][CH:11]2[CH3:12])[cH:4][cH:5][c:6]([F:8])[cH:7]1>>[F:1][c:2]1[c:3]([C:9]([OH:10])([CH:11]([CH3:12])[n:33]2[c:32](=[O:36])[n:31](-[c:28]3[cH:27][cH:26][c:25](-[c:23]4[cH:22][s:21][c:20]([CH3:19])[n:24]4)[cH:30][cH:29]3)[cH:35][n:34]2)[CH2:13][n:14]2[n:15][cH:16][n:17][cH:18]2)[cH:4][cH:5][c:6]([F:8])[cH:7]1.